This data is from the Open Reaction Database (ORD), a public repository of structured organic reaction records. The task is: describe an organic reaction: reactants, conditions, products, and yield Reactants: C(C)(C)(C)OC(=O)N1CCC(CC1)CC=1C=C2CN(C(C2=C(C1)Cl)=O)CC1=CC=C(C=C1)OC(F)(F)F (4-[7-Chloro-1-oxo-2-(4-trifluoromethoxybenzyl)-2,3-dihydro-1H-isoindol-5-ylmethyl]-piperidine-1-carboxylic acid tert-butyl ester), FC(C(=O)O)(F)F (trifluoroacetic acid). Run in ClCCl (dichloromethane). Product: ClC=1C=C(C=C2CN(C(C12)=O)CC1=CC=C(C=C1)OC(F)(F)F)CC1CCNCC1 (7-Chloro-5-piperidin-4-ylmethyl-2-(4-trifluoromethoxybenzyl)-2,3-dihydroisoindol-1-one). Yield: 109.2%. As a reaction SMILES: C(OC([N:8]1[CH2:13][CH2:12][CH:11]([CH2:14][C:15]2[CH:16]=[C:17]3[C:21](=[C:22]([Cl:24])[CH:23]=2)[C:20](=[O:25])[N:19]([CH2:26][C:27]2[CH:32]=[CH:31][C:30]([O:33][C:34]([F:37])([F:36])[F:35])=[CH:29][CH:28]=2)[CH2:18]3)[CH2:10][CH2:9]1)=O)(C)(C)C.FC(F)(F)C(O)=O>ClCCl>[Cl:24][C:22]1[CH:23]=[C:15]([CH2:14][CH:11]2[CH2:12][CH2:13][NH:8][CH2:9][CH2:10]2)[CH:16]=[C:17]2[C:21]=1[C:20](=[O:25])[N:19]([CH2:26][C:27]1[CH:32]=[CH:31][C:30]([O:33][C:34]([F:36])([F:37])[F:35])=[CH:29][CH:28]=1)[CH2:18]2. Reported procedure: 4-[7-Chloro-1-oxo-2-(4-trifluoromethoxybenzyl)-2,3-dihydro-1H-isoindol-5-ylmethyl]-piperidine-1-carboxylic acid tert-butyl ester (54.90 mg, 0.102 mmol) was stirred in dichloromethane (2 mL) and trifluoroacetic acid (2 mL) overnight. The reaction mixture was quenched with sodium carbonate to pH=8-9 and the free base was extracted with dichloromethane. The organic layer was washed with water, brine, dried over sodium sulfate, filtered and concentrated to provide the title compound (48.9 mg, 100%).... Starting materials: COC(=O)C1(c2ccccc2)CCCCCC1, Cc1ccccc1, OC1CN2CCC1CC2. Product: O=C(OC1CN2CCC1CC2)C1(c2ccccc2)CCCCCC1. RXN SMILES: [CH3:10][O:11][C:12](=[O:13])[C:14]1([c:21]2[cH:22][cH:23][cH:24][cH:25][cH:26]2)[CH2:15][CH2:16][CH2:17][CH2:18][CH2:19][CH2:20]1.[CH3:27][c:28]1[cH:29][cH:30][cH:31][cH:32][cH:33]1.[N:1]12[CH2:2][CH:3]([OH:9])[CH:4]([CH2:5][CH2:6]1)[CH2:7][CH2:8]2>>[N:1]12[CH2:2][CH:3]([O:9][C:12](=[O:11])[C:14]3([c:21]4[cH:22][cH:23][cH:24][cH:25][cH:26]4)[CH2:15][CH2:16][CH2:17][CH2:18][CH2:19][CH2:20]3)[CH:4]([CH2:5][CH2:6]1)[CH2:7][CH2:8]2. Reactants: CN1C(CCC(C1)(C1=CC=CC=C1)[N+](=O)[O-])=O (rac-1-methyl-5-nitro-5-phenyl-piperidin-2-one), C1=CC=C(C=C1)S(=O)(=O)N(F)S(=O)(=O)C2=CC=CC=C2 (N-fluorobenzenesulphonimide), C(C)(C)NC(C)C (diisopropylamine), [Li]CCCC (n-BuLi). The solvent is C1CCOC1 (THF), C1CCOC1 (THF), C1CCOC1 (THF), CCCCCC (hexane). Reaction conditions: temperature 0 celsius, time 15 minute. Product: FC1C(N(CC(C1)(C1=CC=CC=C1)[N+](=O)[O-])C)=O (rac-3-Fluoro-1-methyl-5-nitro-5-phenyl-piperidin-2-one). The yield is 53.8%. As a reaction SMILES: C(NC(C)C)(C)C.[Li]CCCC.[CH3:13][N:14]1[CH2:19][C:18]([N+:26]([O-:28])=[O:27])([C:20]2[CH:25]=[CH:24][CH:23]=[CH:22][CH:21]=2)[CH2:17][CH2:16][C:15]1=[O:29].C1C=CC(S(N(S(C2C=CC=CC=2)(=O)=O)[F:40])(=O)=O)=CC=1>C1COCC1.CCCCCC>[F:40][CH:16]1[CH2:17][C:18]([N+:26]([O-:28])=[O:27])([C:20]2[CH:25]=[CH:24][CH:23]=[CH:22][CH:21]=2)[CH2:19][N:14]([CH3:13])[C:15]1=[O:29]. Procedure details: To a solution of 78.4 ul (0.555 mmol) diisopropylamine in 2 ml THF were added 347 ul (0.555 mmol) of a 1.6M n-BuLi solution in hexane at −5° C. The solution was stirred for 15 minutes at 0° C. and then cooled to −70° C. A solution of 100 mg (0.427 mmol) rac-1-methyl-5-nitro-5-phenyl-piperidin-2-one in 1 ml THF was added dropwise. The brown solution was stirred at −70° C. for 45 minutes. A solution of 180 mg (0.555 mmol) N-fluorobenzenesulphonimide in 1 ml THF was added dropwise. The mixture was ...